Dataset: the Open Reaction Database (ORD), a public repository of structured organic reaction records. Task: describe an organic reaction: reactants, conditions, products, and yield Reactants: NC1=C(C#N)C=C(C(=C1)OC)OCCCN1CCOCC1 (2-amino-4-methoxy-5-(3-morpholinopropoxy)benzonitrile), C(C)(C)(CC)O (tert-amyl alcohol). The solvent is C(Cl)Cl (methylene chloride). Conditions: temperature 79 celsius. Product: NC1=C(C(=O)N)C=C(C(=C1)OC)OCCCN1CCOCC1 (2-amino-4-methoxy-5-(3-morpholinopropoxy)benzamide). Reaction SMILES: [NH2:1][C:2]1[CH:9]=[C:8]([O:10][CH3:11])[C:7]([O:12][CH2:13][CH2:14][CH2:15][N:16]2[CH2:21][CH2:20][O:19][CH2:18][CH2:17]2)=[CH:6][C:3]=1[C:4]#[N:5].C([OH:27])(CC)(C)C>C(Cl)Cl>[NH2:1][C:2]1[CH:9]=[C:8]([O:10][CH3:11])[C:7]([O:12][CH2:13][CH2:14][CH2:15][N:16]2[CH2:17][CH2:18][O:19][CH2:20][CH2:21]2)=[CH:6][C:3]=1[C:4]([NH2:5])=[O:27]. Reported procedure: After repetition of the reduction step, a methylene chloride solution (894.3 kg) containing 2-amino-4-methoxy-5-(3-morpholinopropoxy)benzonitrile (81.6 kg) was added portionwise to tert-amyl alcohol (186 kg) and the resultant mixture was distilled until the temperature of the distillate reached 57° C. Additional tert-amyl alcohol (726 kg) was added portionwise and distillation was continued until the residual volume of the reaction mixture was approximately 770 liters. Potassium hydroxide (flake... Starting materials: C(C)(C)(C)OC(=O)N1C(CCCC1)CC(=O)O (2-carboxymethyl-piperidine-1-carboxylic acid tert butyl ester), NCC(=O)C1=CC=C(C=C1)F (2-amino-1-(4-fluoro-phenyl)-ethanone). Yields the product C(C)(C)(C)OC(=O)N1C(CCCC1)CC(NCC(=O)C1=CC=C(C=C1)F)=O ((RS)-2-{[2-(4-Fluoro-phenyl)-2-oxo-ethylcarbamoyl]-methyl}-piperidine-1-carboxylic acid tert butyl ester). The yield is 61.9%. Reaction SMILES: [C:1]([O:5][C:6]([N:8]1[CH2:13][CH2:12][CH2:11][CH2:10][CH:9]1[CH2:14][C:15]([OH:17])=O)=[O:7])([CH3:4])([CH3:3])[CH3:2].[NH2:18][CH2:19][C:20]([C:22]1[CH:27]=[CH:26][C:25]([F:28])=[CH:24][CH:23]=1)=[O:21]>>[C:1]([O:5][C:6]([N:8]1[CH2:13][CH2:12][CH2:11][CH2:10][CH:9]1[CH2:14][C:15](=[O:17])[NH:18][CH2:19][C:20]([C:22]1[CH:27]=[CH:26][C:25]([F:28])=[CH:24][CH:23]=1)=[O:21])=[O:7])([CH3:2])([CH3:3])[CH3:4]. Procedure: The title compound (0.77 g) was prepared from 2-carboxymethyl-piperidine-1-carboxylic acid tert butyl ester (0.80 g) and 2-amino-1-(4-fluoro-phenyl)-ethanone (0.63 g) according to the method of description 20. Reported procedure: To a solution of crude dimethyl (2-aminopurin-9-ylmethyl)succinate (3.2 g, 10.9 mmol), dissolved in tert. butanol (250 ml) at 40° C., was added lithium borohydride (1.3 g, 60 mmol) in portions with stirring. After 1 hour at ambient temperature, water (30 ml) was added slowly and stirring continued over night. Inorganic salts were filtered and the solution evaporated to dryness. Yield of crude product was 1.6 g (50%). Chromatography on silica (chloroform+methanol 7+1) afforded pure product. Solvent: C(C)(C)(C)O (tert. butanol). The product is NC1=NC=C2N=CN(C2=N1)CC(CO)CCO (2-(2-Aminopurin-9-yl)methyl butan-1,4-diol). RXN SMILES: [NH2:1][C:2]1[N:10]=[C:9]2[C:5]([N:6]=[CH:7][N:8]2[CH2:11][CH:12]([CH2:17][C:18](OC)=[O:19])[C:13](OC)=[O:14])=[CH:4][N:3]=1.[BH4-].[Li+].O>C(O)(C)(C)C>[NH2:1][C:2]1[N:10]=[C:9]2[C:5]([N:6]=[CH:7][N:8]2[CH2:11][CH:12]([CH2:17][CH2:18][OH:19])[CH2:13][OH:14])=[CH:4][N:3]=1 |f:1.2|. The reactants are [BH4-].[Li+] (lithium borohydride), NC1=NC=C2N=CN(C2=N1)CC(C(=O)OC)CC(=O)OC (dimethyl (2-aminopurin-9-ylmethyl)succinate), O (water). Conditions: time 1 hour.